This data is from the Open Reaction Database (ORD), a public repository of structured organic reaction records. The task is: describe an organic reaction: reactants, conditions, products, and yield Reported procedure: An equimolar mixture (18 mmol) of 2-chloro-1-(4-nitrophenyl)octan-3-one and thiourea is heated at 60° C. for 6 hours. The reaction mixture is taken up in methylene chloride and filtered. After concentration, the filtrate is washed with water which has been rendered basic, and extracted with chloroform to give 3 g of 2-amino-5-(4-nitrobenzyl)-4-pentylthiazole in the form of a brown oil, which is used as such for the next step. The product is NC=1SC(=C(N1)CCCCC)CC1=CC=C(C=C1)[N+](=O)[O-] (2-amino-5-(4-nitrobenzyl)-4-pentylthiazole). The reactants are ClC(CC1=CC=C(C=C1)[N+](=O)[O-])C(CCCCC)=O (2-chloro-1-(4-nitrophenyl)octan-3-one), NC(=S)N (thiourea). Reaction SMILES: Cl[CH:2]([C:13](=O)[CH2:14][CH2:15][CH2:16][CH2:17][CH3:18])[CH2:3][C:4]1[CH:9]=[CH:8][C:7]([N+:10]([O-:12])=[O:11])=[CH:6][CH:5]=1.[NH2:20][C:21]([NH2:23])=[S:22]>C(Cl)Cl>[NH2:23][C:21]1[S:22][C:2]([CH2:3][C:4]2[CH:9]=[CH:8][C:7]([N+:10]([O-:12])=[O:11])=[CH:6][CH:5]=2)=[C:13]([CH2:14][CH2:15][CH2:16][CH2:17][CH3:18])[N:20]=1. The solvent is C(Cl)Cl (methylene chloride).